Dataset: the Open Reaction Database (ORD), a public repository of structured organic reaction records. Task: describe an organic reaction: reactants, conditions, products, and yield Reactants: ClC1=CC=C(C=C1)N1C(N(C(=C1Cl)C#N)CCC)=O (1-(4- chlorophenyl)-5-chloro-4-cyano-3-propyl-1,3-dihydro-2H-imidazole-2-one), ClC1=CC(=C(C=C1OCC#C)N1C(N(C(=C1Cl)C#N)CCC)=O)F (1-(4-chloro-2-fluoro-5-propargyloxyphenyl)-5-chloro-4-cyano-3-propyl-1,3-dihydro-2 H-imidazol-2-one), [C-]#N.[K+] (KCN). The solvent is CN(C=O)C (dimethylformamide). The product is ClC1=CC=C(C=C1)N1C(N(C(=C1C#N)C#N)CCC)=O (1-(4-chlorophenyl)-4,5-dicyano-3-propyl-1,3-dihydro-2H-imidazol-2-one). Reaction SMILES: [Cl:1][C:2]1[CH:7]=[CH:6][C:5]([N:8]2[C:12](Cl)=[C:11]([C:14]#[N:15])[N:10]([CH2:16][CH2:17][CH3:18])[C:9]2=[O:19])=[CH:4][CH:3]=1.ClC1C(OCC#C)=C[C:24]([N:31]2C(Cl)=C(C#N)N(CCC)C2=O)=C(F)C=1.[C-]#N.[K+]>CN(C)C=O>[Cl:1][C:2]1[CH:7]=[CH:6][C:5]([N:8]2[C:12]([C:24]#[N:31])=[C:11]([C:14]#[N:15])[N:10]([CH2:16][CH2:17][CH3:18])[C:9]2=[O:19])=[CH:4][CH:3]=1 |f:2.3|. Procedure details: The product of Example 1, 1-(4-chlorophenyl)-5-chloro-4-cyano-3-propyl-1,3-dihydro-2H-imidazol-2-one (V) (0.75 g, 2.5 mmol), was stirred in 25 mL of dimethylformamide. To this mixture was added KCN (0.5 g, 7.5 mmol) and the resulting mixture was heated to reflux for ten minutes, cooled, poured onto water, and extracted three times with 50 mL ethyl acetate. This material was then dried, filtered, and evaporated via standard techniques to give 0.38 g of 1-(4-chlorophenyl)-4,5-dicyano-3-propyl-1,3-... Reactants: N(=[N+]=[N-])CC(CC(CCO[Si](C)(C)C(C)(C)C)=O)(C)CN=[N+]=[N-] (5,5-bis(azidomethyl)-1-O-tert-butyldimethylsilyl-3-oxo-hexan-1-ol). The reagents and catalysts are [Pd] (Pd). Solvent: CO (MeOH). Yields the product NCC(CC(CCO[Si](C)(C)C(C)(C)C)=O)(C)CN (5,5-bis(aminomethyl)-1-O-tert-butyldimethylsilyl-3-oxo-hexan-1-ol). The yield is 95.1%. RXN SMILES: [N:1]([CH2:4][C:5]([CH2:20][N:21]=[N+]=[N-])([CH3:19])[CH2:6][C:7](=[O:18])[CH2:8][CH2:9][O:10][Si:11]([C:14]([CH3:17])([CH3:16])[CH3:15])([CH3:13])[CH3:12])=[N+]=[N-]>CO.[Pd]>[NH2:21][CH2:20][C:5]([CH2:4][NH2:1])([CH3:19])[CH2:6][C:7](=[O:18])[CH2:8][CH2:9][O:10][Si:11]([C:14]([CH3:16])([CH3:17])[CH3:15])([CH3:12])[CH3:13]. Reported procedure: Pd-black (70 mg) was added to a solution of 5 (1 g, 3.05 mmol) in MeOH (27 mL) under N2. The resulting suspension was thoroughly degassed and H2 introduced. After 18 h the suspension was degassed, N2 introduced, filtered through celite (MeOH as eluant) and the solvent removed to give crude 5,5-bis(aminomethyl)-1-O-tert-butyldimethylsilyl-3-oxo-hexan-1-ol (6) (800 mg, 2.90 mmol). This was dissolved in dioxan: 1M aq. NaOH (2:1, 20 mL) and the resulting solution cooled to 0° C. Boc2O (1.4 g, 6.41 m... Starting materials: C(C1=CC=CC=C1)C1=NC(=CC=C1Br)O (2-benzyl-3-bromo-6-hydroxypyridine), C([O-])([O-])=O.[K+].[K+] (potassium carbonate), COCCBr (2-bromoethyl methyl ether). The solvent is CN(C=O)C (N,N-dimethylformamide). Run at time 1 hour. The product is C(C1=CC=CC=C1)C1=NC(=CC=C1Br)OCCOC (2-Benzyl-3-bromo-6-(2-methoxyethoxy)pyridine). As a reaction SMILES: [CH2:1]([C:8]1[C:13]([Br:14])=[CH:12][CH:11]=[C:10]([OH:15])[N:9]=1)[C:2]1[CH:7]=[CH:6][CH:5]=[CH:4][CH:3]=1.C(=O)([O-])[O-].[K+].[K+].[CH3:22][O:23][CH2:24][CH2:25]Br>CN(C)C=O>[CH2:1]([C:8]1[C:13]([Br:14])=[CH:12][CH:11]=[C:10]([O:15][CH2:25][CH2:24][O:23][CH3:22])[N:9]=1)[C:2]1[CH:3]=[CH:4][CH:5]=[CH:6][CH:7]=1 |f:1.2.3|. Reported procedure: A mixture of 5 g of 2-benzyl-3-bromo-6-hydroxypyridine, 3.9 g of anhydrous potassium carbonate, 2.7 ml of 2-bromoethyl methyl ether and 20 ml of N,N-dimethylformamide was heated under stirring in an oil bat kept at 80° C. for one hour. After cooling as it was, the mixture was extracted with ethyl acetate-water. The organic phase was washed with water and brine, dried over anhydrous magnesium sulfate and evaporated. The residue was subjected to silica gel column chromatography and eluted with 1-3...